This data is from the Open Reaction Database (ORD), a public repository of structured organic reaction records. The task is: describe an organic reaction: reactants, conditions, products, and yield Reported procedure: 2 equivalents of pravastatin sodium dissolved in de-ionized water are reacted with a solution having 1 equivalent of zinc chloride in de-ionized water. Precipitation of crystalline pravastatin zinc occurs immediately at room temperature. The resultant salt was a 2:1 pravastatin to zinc salt. The preparation and characterization of pravastatin zinc are described more completely in Example 7 of US Application No. 20060034815. Reaction SMILES: [CH3:1][CH2:2][C@@H:3]([C:5]([O:7][C@@H:8]1[C@@H:13]2[C@@H:14]([CH2:19][CH2:20][C@@H:21]([OH:29])[CH2:22][C@@H:23]([OH:28])[CH2:24][C:25]([O-:27])=[O:26])[C@@H:15]([CH3:18])[CH:16]=[CH:17][C:12]2=[CH:11][C@@H:10]([OH:30])[CH2:9]1)=[O:6])[CH3:4].[Na+].[Cl-].[Zn+2:33].[Cl-]>O>[CH3:1][CH2:2][C@@H:3]([C:5]([O:7][C@@H:8]1[C@@H:13]2[C@@H:14]([CH2:19][CH2:20][C@@H:21]([OH:29])[CH2:22][C@@H:23]([OH:28])[CH2:24][C:25]([OH:27])=[O:26])[C@@H:15]([CH3:18])[CH:16]=[CH:17][C:12]2=[CH:11][C@@H:10]([OH:30])[CH2:9]1)=[O:6])[CH3:4].[Zn:33] |f:0.1,2.3.4,6.7|. The solvent is O (water), O (water). Product: CC[C@H](C)C(=O)O[C@H]1C[C@@H](C=C2[C@H]1[C@H]([C@H](C=C2)C)CC[C@H](C[C@H](CC(=O)O)O)O)O.[Zn] (Pravastatin Zinc). Starting materials: CC[C@H](C)C(=O)O[C@H]1C[C@@H](C=C2[C@H]1[C@H]([C@H](C=C2)C)CC[C@H](C[C@H](CC(=O)[O-])O)O)O.[Na+] (pravastatin sodium), [Cl-].[Zn+2].[Cl-] (zinc chloride). Reactants: Br, Br, O=C(Cl)Cc1ccc(Cl)cc1, Nc1cnc2c(n1)CCNCC2, [Na+], C1COCCO1, [OH-]. Yields the product Nc1cnc2c(n1)CCN(C(=O)Cc1ccc(Cl)cc1)CC2. Reaction SMILES: [BrH:1].[BrH:2].[Cl:15][c:16]1[cH:17][cH:18][c:19]([CH2:22][C:23](=[O:24])[Cl:25])[cH:20][cH:21]1.[NH2:3][c:4]1[cH:5][n:6][c:7]2[c:8]([n:14]1)[CH2:9][CH2:10][NH:11][CH2:12][CH2:13]2.[Na+:27].[O:28]1[CH2:29][CH2:30][O:31][CH2:32][CH2:33]1.[OH-:26]>>[NH2:3][c:4]1[cH:5][n:6][c:7]2[c:8]([n:14]1)[CH2:9][CH2:10][N:11]([C:23]([CH2:22][c:19]1[cH:18][cH:17][c:16]([Cl:15])[cH:21][cH:20]1)=[O:24])[CH2:12][CH2:13]2. Reactants: ClC=1C=C2C(=NNC(C2=CC1)=O)CC=1C=NC=CC1 (6-Chloro-4-(3-pyridylmethyl)-1(2H)-phthalazinone), P(=O)(Cl)(Cl)Cl (phosphorus oxychloride). The product is ClC1=NN=C(C2=CC(=CC=C12)Cl)CC=1C=NC=CC1 (1,6-Dichloro-4-(3-pyridylmethyl)phthalazine). RXN SMILES: [Cl:1][C:2]1[CH:3]=[C:4]2[C:9](=[CH:10][CH:11]=1)[C:8](=O)[NH:7][N:6]=[C:5]2[CH2:13][C:14]1[CH:15]=[N:16][CH:17]=[CH:18][CH:19]=1.P(Cl)(Cl)([Cl:22])=O>>[Cl:22][C:8]1[C:9]2[C:4](=[CH:3][C:2]([Cl:1])=[CH:11][CH:10]=2)[C:5]([CH2:13][C:14]2[CH:15]=[N:16][CH:17]=[CH:18][CH:19]=2)=[N:6][N:7]=1. Reported procedure: 6-Chloro-4-(3-pyridylmethyl)-1(2H)-phthalazinone (0.86 g) was suspended in 10 ml of phosphorus oxychloride. The obtained suspension was heated under reflux for 2 hours and freed from the phosphorus oxychloride by vacuum distillation. The residue was dissolved in tetrahydrofuran. The obtained solution was neutralized with triethylamine, followed by the addition of water. The obtained mixture was extracted with ethyl acetate. The organic phase was washed with water and a saturated aqueous solution... Yields the product COC(=O)CCc1ccc2c(c1)C1CCCC1C(=O)N2. Reaction SMILES: [CH3:1][O:2][C:3](=[O:4])[CH:5]=[CH:6][c:7]1[cH:8][c:9]2[c:14]([cH:15][cH:16]1)[NH:13][C:12](=[O:17])[CH:11]1[CH:10]2[CH2:20][CH2:19][CH2:18]1.[CH3:21][C:22](=[O:23])[OH:24].[CH3:27][CH2:28][O:29][C:30](=[O:31])[CH3:32].[H:25][H:26]>>[CH3:1][O:2][C:3](=[O:4])[CH2:5][CH2:6][c:7]1[cH:8][c:9]2[c:14]([cH:15][cH:16]1)[NH:13][C:12](=[O:17])[CH:11]1[CH:10]2[CH2:20][CH2:19][CH2:18]1. Starting materials: COC(=O)C=Cc1ccc2c(c1)C1CCCC1C(=O)N2, CC(=O)O, CCOC(C)=O, [H][H].